From a dataset of the Open Reaction Database (ORD), a public repository of structured organic reaction records. describe an organic reaction: reactants, conditions, products, and yield Reactants: CN(C)C=O, O=C(c1ccc(F)cc1)C1(c2ccccc2)CCN(CCO)CC1, CCOC(=O)N=NC(=O)OCC, c1ccc(P(c2ccccc2)c2ccccc2)cc1, O=c1nc2n(c(=O)[nH]1)CCCC2. The product is O=C(c1ccc(F)cc1)C1(c2ccccc2)CCN(CCn2c(=O)nc3n(c2=O)CCCC3)CC1. Reaction SMILES: [CH3:68][N:69]([CH3:70])[CH:71]=[O:72].[F:13][c:14]1[cH:15][cH:16][c:17]([C:18](=[O:19])[C:20]2([c:29]3[cH:30][cH:31][cH:32][cH:33][cH:34]3)[CH2:21][CH2:22][N:23]([CH2:26][CH2:27][OH:28])[CH2:24][CH2:25]2)[cH:35][cH:36]1.[O:56]=[C:57]([O:58][CH2:59][CH3:60])[N:61]=[N:62][C:63]([O:64][CH2:65][CH3:66])=[O:67].[c:37]1([P:38]([c:39]2[cH:40][cH:41][cH:42][cH:43][cH:44]2)[c:45]2[cH:46][cH:47][cH:48][cH:49][cH:50]2)[cH:51][cH:52][cH:53][cH:54][cH:55]1.[n:1]1[c:2]2[n:3]([c:4](=[O:8])[nH:5][c:6]1=[O:7])[CH2:9][CH2:10][CH2:11][CH2:12]2>>[n:1]1[c:2]2[n:3]([c:4](=[O:8])[n:5]([CH2:27][CH2:26][N:23]3[CH2:22][CH2:21][C:20]([C:18]([c:17]4[cH:16][cH:15][c:14]([F:13])[cH:36][cH:35]4)=[O:19])([c:29]4[cH:30][cH:31][cH:32][cH:33][cH:34]4)[CH2:25][CH2:24]3)[c:6]1=[O:7])[CH2:9][CH2:10][CH2:11][CH2:12]2. The reactants are FC1=CC=C2C(C(=O)OC(N2)=O)=C1 (5-fluoro-isatoic acid anhydride), C1CN[C@@H]1C(=O)O (L-azetidine-2-carboxylic acid). Solvent: CS(=O)C (dimethyl sulphoxide). Yields the product FC=1C=CC2=C(C(N3[C@H](C(N2)=O)CC3)=O)C1 ((S)-6-fluoro-1,10a-dihydroazeto[2,1-c][1,4]benzodiazepine-4,10(2H,9H)-dione). RXN SMILES: [F:1][C:2]1[CH:13]=[C:6]2[C:7]([O:9][C:10](=[O:12])[NH:11][C:5]2=[CH:4][CH:3]=1)=O.[CH2:14]1[C@@H:17](C(O)=O)[NH:16][CH2:15]1>CS(C)=O>[F:1][C:2]1[CH:3]=[CH:4][C:5]2[NH:11][C:10](=[O:12])[C@@H:15]3[CH2:14][CH2:17][N:16]3[C:7](=[O:9])[C:6]=2[CH:13]=1. Reported procedure: A mixture of 23.7 g (0.131 mol) of 5-fluoro-isatoic acid anhydride, 13.23 g (0.131 mol) of L-azetidine-2-carboxylic acid and 150 ml of dimethyl sulphoxide is heated to 90° for 3 hours, subsequently evaporated in a high vacuum and the residue is heated in a high vacuum for 17 hours. By recrystallization from methanol there is obtained (S)-6-fluoro-1,10a-dihydroazeto[2,1-c][1,4]benzodiazepine-4,10(2H,9H)-dione of melting point 216°-217°. Reactants: ClC1=C(C(=O)N)C=CC=C1 (2-chlorobenzamide), C(C(=O)Cl)(=O)Cl (oxalyl chloride), NC=1C=C(C2=C(C(C(S2)(F)F)(F)F)C1)Cl (5-amino-7-chloro-2,2,3,3-tetrafluoro-2,3-dihydrobenzothiophene), C(Cl)Cl (methylene chloride), compound 9. The solvent is C1(=CC=CC=C1)C (toluene). The product is ClC1=CC(=CC=2C(C(SC21)(F)F)(F)F)NC(=O)NC(C2=C(C=CC=C2)Cl)=O (N-[[(7-chloro-2,2,3,3-tetrafluorobenzothien-5-yl)amino]-carbonyl]-2-chlorobenzamide). Yield: 51.7%. Reaction SMILES: [Cl:1][C:2]1[CH:10]=[CH:9][CH:8]=[CH:7][C:3]=1[C:4]([NH2:6])=[O:5].C(Cl)(=O)[C:12](Cl)=[O:13].[NH2:17][C:18]1[CH:19]=[C:20]([Cl:31])[C:21]2[S:25][C:24]([F:27])([F:26])[C:23]([F:29])([F:28])[C:22]=2[CH:30]=1.C(Cl)Cl>C1(C)C=CC=CC=1>[Cl:31][C:20]1[C:21]2[S:25][C:24]([F:26])([F:27])[C:23]([F:29])([F:28])[C:22]=2[CH:30]=[C:18]([NH:17][C:12]([NH:6][C:4](=[O:5])[C:3]2[CH:7]=[CH:8][CH:9]=[CH:10][C:2]=2[Cl:1])=[O:13])[CH:19]=1. Procedure details: In a manner similar to Step D of Example 1, the reaction of 0.58 g (0.0037 mole) 2-chlorobenzamide, 0.52 g (0.0051 mole) oxalyl chloride, 0.95 g (0.0037 mole) 5-amino-7-chloro-2,2,3,3-tetrafluoro-2,3-dihydrobenzothiophene, and 5 ml of methylene chloride in 75 ml of toluene produced 0.84 g of N-[[(7-chloro-2,2,3,3-tetrafluorobenzothien-5-yl)amino]-carbonyl]-2-chlorobenzamide as a solid (mp 140°-142° C.), compound 9 of Table 1. The reactants are C(CCC1=CC=CC=C1)(=O)Cl (hydrocinnamoyl chloride), N[C@@H](CC(C)C)C(=O)O (L-Leucine), [OH-].[Na+] (sodium hydroxide), C(C)OCC (Diethyl ether). Solvent: O (water). The product is O=C(CCC1=CC=CC=C1)N[C@@H](CC(C)C)C(=O)O ((S)-N-(1-Oxo-3-phenylpropyl)-L-leucine). Yield: 84.6%. Reaction SMILES: [NH2:1][C@H:2]([C:7]([OH:9])=[O:8])[CH2:3][CH:4]([CH3:6])[CH3:5].[OH-].[Na+].C(OCC)C.[C:17](Cl)(=[O:26])[CH2:18][CH2:19][C:20]1[CH:25]=[CH:24][CH:23]=[CH:22][CH:21]=1>O>[O:26]=[C:17]([NH:1][C@H:2]([C:7]([OH:9])=[O:8])[CH2:3][CH:4]([CH3:6])[CH3:5])[CH2:18][CH2:19][C:20]1[CH:25]=[CH:24][CH:23]=[CH:22][CH:21]=1 |f:1.2|. Procedure details: L-Leucine (7.87 g, 60 mmol) was dissolved in a solution of sodium hydroxide (4.8 g, 120 mmol) in water (40 ml, 1.5M). Diethyl ether (40 ml) was added. The mixture was cooled in an ice bath and while stirring rapidly, hydrocinnamoyl chloride (10.1 g, 8.92 ml, 60 mmol) was added dropwise over a period of 30 minutes. The ice bath was removed and the mixture was stirred at room temperature 2 hours, maintaining a slightly basic pH by periodic addition of small amounts of 1N sodium hydroxide solution.... The solvent is CN(C)C=O (DMF), O (water). The product is O=S1(CCN(CC1)CCC1=CC=C(C=C1)NC(=O)C1=CC=C(C=C1)C1=C(C=CC(=C1)NC(=O)C1CCCCC1)C)=O (5′-(Cyclohexanecarbonyl-amino)-2′-methyl-biphenyl-4-carboxylic acid {4-[2-(1,1-dioxo-1lambda*6*-thiomorpholin-4-yl)-ethyl]-phenyl}-amide). Reported procedure: A mixture of 5′-(Cyclohexanecarbonyl-amino)-2′-methyl-biphenyl-4-carboxylic acid (40 mg), 4-[2-(1,1-dioxo-1lambda*6*-thiomorpholin-4-yl)-ethyl]-phenylamine (30 mg), EDAC (23 mg), HOBT (16 mg) and N-Methylmorpholine (26 μl) in dry DMF (1 ml) was stirred for 16 hrs. This mixture was then diluted with water (8 ml) and the tan solid produced collected and dried (45 mg). Reaction SMILES: [CH:1]1([C:7]([NH:9][C:10]2[CH:11]=[CH:12][C:13]([CH3:25])=[C:14]([C:16]3[CH:21]=[CH:20][C:19]([C:22](O)=[O:23])=[CH:18][CH:17]=3)[CH:15]=2)=[O:8])[CH2:6][CH2:5][CH2:4][CH2:3][CH2:2]1.[O:26]=[S:27]1(=[O:42])[CH2:32][CH2:31][N:30]([CH2:33][CH2:34][C:35]2[CH:40]=[CH:39][C:38]([NH2:41])=[CH:37][CH:36]=2)[CH2:29][CH2:28]1.CCN=C=NCCCN(C)C.C1C=CC2N(O)N=NC=2C=1.CN1CCOCC1>CN(C=O)C.O>[O:42]=[S:27]1(=[O:26])[CH2:28][CH2:29][N:30]([CH2:33][CH2:34][C:35]2[CH:40]=[CH:39][C:38]([NH:41][C:22]([C:19]3[CH:20]=[CH:21][C:16]([C:14]4[CH:15]=[C:10]([NH:9][C:7]([CH:1]5[CH2:6][CH2:5][CH2:4][CH2:3][CH2:2]5)=[O:8])[CH:11]=[CH:12][C:13]=4[CH3:25])=[CH:17][CH:18]=3)=[O:23])=[CH:37][CH:36]=2)[CH2:31][CH2:32]1. Conditions: time 16 hour. Reactants: C1(CCCCC1)C(=O)NC=1C=CC(=C(C1)C1=CC=C(C=C1)C(=O)O)C (5′-(Cyclohexanecarbonyl-amino)-2′-methyl-biphenyl-4-carboxylic acid), O=S1(CCN(CC1)CCC1=CC=C(C=C1)N)=O (4-[2-(1,1-dioxo-1lambda*6*-thiomorpholin-4-yl)-ethyl]-phenylamine), CCN=C=NCCCN(C)C (EDAC), C=1C=CC2=C(C1)N=NN2O (HOBT), CN1CCOCC1 (N-Methylmorpholine). Reactants: FC1=C(OC2=C3C(=NC=C2)C=C(S3)C3=CC=C(C=C3)CN(C(OC(C)(C)C)=O)CC3OCCC3)C=CC(=C1)NC(=S)NC(CC1=CC=CC=C1)=O (tert-Butyl (4-(7-(2-Fluoro-4-(3-(2-phenylacetyl)thioureido)phenoxy)thieno[3,2-b]pyridin-2-yl)phenyl)methyl((tetrahydrofuran-2-yl)methyl)carbamate). The solvent is C1(=CC=CC=C1)C (toluene), C(=O)(C(F)(F)F)O (TFA). Reaction conditions: time 8 hour. The product is FC=1C=C(C=CC1OC1=C2C(=NC=C1)C=C(S2)C2=CC=C(C=C2)CNCC2OCCC2)NC(=S)NC(CC2=CC=CC=C2)=O (1-(3-Fluoro-4-(2-(4-(((tetrahydrofuran-2-yl)methylamino)methyl)phenyl)thieno[3,2-b]pyridin-7-yloxy)phenyl)-3-(2-phenylacetyl)thiourea), di-TFA. The yield is 57.0%. Reaction SMILES: [F:1][C:2]1[CH:38]=[C:37]([NH:39][C:40]([NH:42][C:43](=[O:51])[CH2:44][C:45]2[CH:50]=[CH:49][CH:48]=[CH:47][CH:46]=2)=[S:41])[CH:36]=[CH:35][C:3]=1[O:4][C:5]1[CH:10]=[CH:9][N:8]=[C:7]2[CH:11]=[C:12]([C:14]3[CH:19]=[CH:18][C:17]([CH2:20][N:21]([CH2:29][CH:30]4[CH2:34][CH2:33][CH2:32][O:31]4)C(=O)OC(C)(C)C)=[CH:16][CH:15]=3)[S:13][C:6]=12>C1(C)C=CC=CC=1.C(O)(C(F)(F)F)=O>[F:1][C:2]1[CH:38]=[C:37]([NH:39][C:40]([NH:42][C:43](=[O:51])[CH2:44][C:45]2[CH:46]=[CH:47][CH:48]=[CH:49][CH:50]=2)=[S:41])[CH:36]=[CH:35][C:3]=1[O:4][C:5]1[CH:10]=[CH:9][N:8]=[C:7]2[CH:11]=[C:12]([C:14]3[CH:19]=[CH:18][C:17]([CH2:20][NH:21][CH2:29][CH:30]4[CH2:34][CH2:33][CH2:32][O:31]4)=[CH:16][CH:15]=3)[S:13][C:6]=12. Procedure details: To a solution of 80 (200 mg, 0.28 mmol) in toluene (5 mL), TFA (excess) was added. The reaction mixture was allowed to stir overnight, the solvent was removed under reduced pressure and the remained solid was triturated with diethyl ether to afford title compound 81 as the di-TFA salt (130 mg, 57% yield). 1H NMR (DMSO) δ (ppm): 12.47 (s, 1H), 11.83 (s, 1H), 9.06 (s, 2H), 8.53 (dd, J=2.0 and 5.5 Hz, 1H), 8.13 (s, 1H), 8.0 (d, J=12.1 Hz, 1H), 7.97 (d, J=8.7 Hz, 2H), 7.63 (d, J=8.2 Hz, 2H), 7.53 (m... The product is CC(C)NC1=NS(=O)(=O)c2cc(F)c(Cl)cc2N1. Reaction SMILES: [CH3:20][CH2:21][O:22][C:23](=[O:24])[CH3:25].[CH:14]([CH3:15])([CH3:16])[N:17]=[C:18]=[S:19].[NH2:1][c:2]1[c:3]([S:10](=[O:11])(=[O:12])[NH2:13])[cH:4][c:5]([F:9])[c:6]([Cl:8])[cH:7]1>>[NH:1]1[c:2]2[c:3]([cH:4][c:5]([F:9])[c:6]([Cl:8])[cH:7]2)[S:10](=[O:11])(=[O:12])[N:13]=[C:18]1[NH:17][CH:14]([CH3:15])[CH3:16]. The reactants are CCOC(C)=O, CC(C)N=C=S, Nc1cc(Cl)c(F)cc1S(N)(=O)=O. Yields the product CCCOc1ccc(C=C(CSC(C)=O)C(=O)NCCC(=O)OCc2ccccc2)cc1. Starting materials: CCCOc1ccc(C=C(CSC(C)=O)C(=O)O)cc1, NCCC(=O)OCc1ccccc1. Reaction SMILES: [C:1]([CH3:2])(=[O:3])[S:4][CH2:5][C:6]([C:7](=[O:8])[OH:9])=[CH:10][c:11]1[cH:12][cH:13][c:14]([O:17][CH2:18][CH2:19][CH3:20])[cH:15][cH:16]1.[NH2:21][CH2:22][CH2:23][C:24](=[O:25])[O:26][CH2:27][c:28]1[cH:29][cH:30][cH:31][cH:32][cH:33]1>>[C:1]([CH3:2])(=[O:3])[S:4][CH2:5][C:6]([C:7](=[O:9])[NH:21][CH2:22][CH2:23][C:24](=[O:25])[O:26][CH2:27][c:28]1[cH:29][cH:30][cH:31][cH:32][cH:33]1)=[CH:10][c:11]1[cH:12][cH:13][c:14]([O:17][CH2:18][CH2:19][CH3:20])[cH:15][cH:16]1.